The task is: describe an organic reaction: reactants, conditions, products, and yield. This data is from the Open Reaction Database (ORD), a public repository of structured organic reaction records. The reactants are N1(C=NC=C1)CCCN (3-Imidazol-1-yl-propylamine), ClC=1C=C(C=O)C=CC1 (3-Chloro-benzaldehyde), C(C)OC(C(CC1=CNC2=CC=CC=C12)=O)=O (3-(1H-Indol-3-yl)-2-oxo-propionic acid ethyl ester). Run in C(C)O (ethanol). Conditions: temperature 50 celsius, time 24 hour. Product: ClC=1C=C(C=CC1)C1C(=C(C(N1CCCN1C=NC=C1)=O)O)C1=CNC2=CC=CC=C12 (5-(3-Chloro-phenyl)-3-hydroxy-1-(3-imidazol-1-yl-propyl)-4-(1H-indol-3-yl)-1,5-dihydro-pyrrol-2-one). Reaction SMILES: [N:1]1([CH2:6][CH2:7][CH2:8][NH2:9])[CH:5]=[CH:4][N:3]=[CH:2]1.[Cl:10][C:11]1[CH:12]=[C:13]([CH:16]=[CH:17][CH:18]=1)[CH:14]=O.C([O:21][C:22](=O)[C:23](=[O:34])[CH2:24][C:25]1[C:33]2[C:28](=[CH:29][CH:30]=[CH:31][CH:32]=2)[NH:27][CH:26]=1)C>C(O)C>[Cl:10][C:11]1[CH:12]=[C:13]([CH:14]2[N:9]([CH2:8][CH2:7][CH2:6][N:1]3[CH:5]=[CH:4][N:3]=[CH:2]3)[C:22](=[O:21])[C:23]([OH:34])=[C:24]2[C:25]2[C:33]3[C:28](=[CH:29][CH:30]=[CH:31][CH:32]=3)[NH:27][CH:26]=2)[CH:16]=[CH:17][CH:18]=1. Procedure: 3-Imidazol-1-yl-propylamine (1 mmol) and 3-Chloro-benzaldehyde (1 mmol) were added to ethanol (5 ml). After 30 min 3-(1H-Indol-3-yl)-2-oxo-propionic acid ethyl ester (1 mmol) was added. The reaction was heated to 50° C. and stirred for 24 h. After evaporation of the solvent the residue was purified with chromatographic methods. Reactants: C1=CC=CC=2SCC3=C(C(C21)=O)C=CC=C3 (dibenzo[b,e]thiepin-11(6H)-one), NCCCO (3-amino-1-propanol). Solvent: O (water). The product is C1=CC=CC=2SCC3=C(C(C21)=NCCCO)C=CC=C3 (3-{(dibenzo[b,e]-thiepin-11(6H)-yliden)-amino}-1-propanol). RXN SMILES: [CH:1]1[C:11]2[C:10](=O)[C:9]3[CH:13]=[CH:14][CH:15]=[CH:16][C:8]=3[CH2:7][S:6][C:5]=2[CH:4]=[CH:3][CH:2]=1.[NH2:17][CH2:18][CH2:19][CH2:20][OH:21]>O>[CH:1]1[C:11]2[C:10](=[N:17][CH2:18][CH2:19][CH2:20][OH:21])[C:9]3[CH:13]=[CH:14][CH:15]=[CH:16][C:8]=3[CH2:7][S:6][C:5]=2[CH:4]=[CH:3][CH:2]=1. Procedure: 30.0 G. of dibenzo[b,e]thiepin-11(6H)-one are heated to 180° C. with 300 ml. of 3-amino-1-propanol. The water formed and the excess amine are distilled off for 2 hours and the residue is then cooled, diluted with methylene chloride and washed several times with distilled water. The organic phase is dried over sodium sulfate and evaporated. After chromatographic purification over silica gel using toluene for the elution, there is obtained 3-{(dibenzo[b,e]-thiepin-11(6H)-yliden)-amino}-1-propanol.